From a dataset of the Open Reaction Database (ORD), a public repository of structured organic reaction records. describe an organic reaction: reactants, conditions, products, and yield Starting materials: OBO, Cc1nc(C#Cc2ccnc(Cl)c2)c[nH]1, Cc1ccccc1F. The product is Cc1cc(-n2cc(C#Cc3ccnc(Cl)c3)nc2C)ccc1F. As a reaction SMILES: [BH:16]([OH:17])[OH:18].[Cl:1][c:2]1[n:3][cH:4][cH:5][c:6]([C:8]#[C:9][c:10]2[n:11][c:12]([CH3:15])[nH:13][cH:14]2)[cH:7]1.[F:19][c:20]1[c:21]([CH3:26])[cH:22][cH:23][cH:24][cH:25]1>>[Cl:1][c:2]1[n:3][cH:4][cH:5][c:6]([C:8]#[C:9][c:10]2[n:11][c:12]([CH3:15])[n:13](-[c:23]3[cH:22][c:21]([CH3:26])[c:20]([F:19])[cH:25][cH:24]3)[cH:14]2)[cH:7]1. Starting materials: ClC1=NC=NC2=CC(=C(C=C12)OCCOC)OCCOC (4-chloro-6,7-bis(2-methoxyethoxy) quinazoline), NC=1C=C(C=CC1)C#C (3-aminophenyl acetylene), C(C1=CC=CC=C1)(=O)O (benzoic acid). The solvent is CO (methanol). Run at temperature 27.5 celsius, time 4 hour. Yields the product COCCOC=1C=C2C(=CC1OCCOC)N=CN=C2NC=3C=CC=C(C3)C#C.Cl (Erlotinib Hydrochloride). Reaction SMILES: [Cl:1][C:2]1[C:11]2[C:6](=[CH:7][C:8]([O:17][CH2:18][CH2:19][O:20][CH3:21])=[C:9]([O:12][CH2:13][CH2:14][O:15][CH3:16])[CH:10]=2)[N:5]=[CH:4][N:3]=1.[NH2:22][C:23]1[CH:24]=[C:25]([C:29]#[CH:30])[CH:26]=[CH:27][CH:28]=1.C(O)(=O)C1C=CC=CC=1>CO>[CH3:16][O:15][CH2:14][CH2:13][O:12][C:9]1[CH:10]=[C:11]2[C:2]([NH:22][C:23]3[CH:28]=[CH:27][CH:26]=[C:25]([C:29]#[CH:30])[CH:24]=3)=[N:3][CH:4]=[N:5][C:6]2=[CH:7][C:8]=1[O:17][CH2:18][CH2:19][O:20][CH3:21].[ClH:1] |f:4.5|. Reported procedure: 10.0 g of 4-chloro-6,7-bis(2-methoxyethoxy) quinazoline was suspended in 300 ml methanol and 9.2 g of 3-aminophenyl acetylene was charged at 25-30° C. Further 2.0 ml of benzoic acid was added. The reaction mass was stirred at 25-30° C. for 4 hours. Solid obtained was filtered, washed with methanol and dried under vacuum. This solid was suspended in water and then basified with sodium hydroxide and stirred for 10 minutes. The resulting erlotinib base was isolated, washed with water and dried unde... Starting materials: NC1CCCC1OCc1ccccc1, CCO, O=C(O)C(F)(F)F. The product is O=C(O)C(F)(F)F, NC1CCCC1O. RXN SMILES: [CH2:1]([c:2]1[cH:3][cH:4][cH:5][cH:6][cH:7]1)[O:8][CH:9]1[CH:10]([NH2:14])[CH2:11][CH2:12][CH2:13]1.[CH3:22][CH2:23][OH:24].[F:15][C:16]([C:17](=[O:18])[OH:19])([F:20])[F:21]>>[F:15][C:16]([C:17](=[O:18])[OH:19])([F:20])[F:21].[OH:8][CH:9]1[CH:10]([NH2:14])[CH2:11][CH2:12][CH2:13]1. Starting materials: [OH-].[Na+] (sodium hydroxide), C(CCCCCCC)C1C=CC(=C2C1=C1C(=N2)CCCC1)CC1=CC=C(O1)C=O (5-[(1,2,3,4-tetrahydro-9-octyl-9 H-dibenzo[b,d]pyrrol-6-yl)methyl ]-2-furancarboxaldehyde). The reagents and catalysts are [N+](=O)([O-])[O-].[Ag+] (silver nitrate). Run in O (water). Run at time 2 hour. Yields the product C(CCCCCCC)C1C=CC(=C2C1=C1C(=N2)CCCC1)CC1=CC=C(O1)C(=O)O (5-[(1,2,3,4-tetra-hydro-9-octyl-9H-dibenzo[b,d]pyrrol-6-yl)-methyl]-2-furancarboxylic acid). Yield: 54.9%. As a reaction SMILES: [OH-:1].[Na+].[CH2:3]([CH:11]1[C:16]2=[C:17]3[CH2:23][CH2:22][CH2:21][CH2:20][C:18]3=[N:19][C:15]2=[C:14]([CH2:24][C:25]2[O:29][C:28]([CH:30]=[O:31])=[CH:27][CH:26]=2)[CH:13]=[CH:12]1)[CH2:4][CH2:5][CH2:6][CH2:7][CH2:8][CH2:9][CH3:10]>O.[N+]([O-])([O-])=O.[Ag+]>[CH2:3]([CH:11]1[C:16]2=[C:17]3[CH2:23][CH2:22][CH2:21][CH2:20][C:18]3=[N:19][C:15]2=[C:14]([CH2:24][C:25]2[O:29][C:28]([C:30]([OH:1])=[O:31])=[CH:27][CH:26]=2)[CH:13]=[CH:12]1)[CH2:4][CH2:5][CH2:6][CH2:7][CH2:8][CH2:9][CH3:10] |f:0.1,4.5|. Reported procedure: To freshly prepared silver oxide obtained by treating 1.9 g of silver nitrate with 0.9 g of sodium hydroxide in 8 mL of water was added at 0°-5° C. a solution of 1.4 g of aldehyde from Example 159. After 2 hours of stirring at room temperature the reaction mixture was filtered on celite. The filtrate was acidified with 2N-HCl and the product extracted with ethyl acetate. Repeated crystallizations of the crude material (1.3 g) from ethyl acetate-hexane gave 0.8 g (54.7%) of 5-[(1,2,3,4-tetra-hydr... RXN SMILES: [C:3]([CH3:4])([CH3:5])([CH3:6])[O:7][C:8](=[O:9])[c:10]1[c:11](-[c:16]2[cH:17][cH:18][c:19]([CH2:22][n:23]3[c:24]([CH2:40][CH2:41][CH2:42][CH3:43])[n:25][c:26]([CH2:38][OH:39])[c:27]3[C:28](=[O:29])[O:30][N:31]3[C:32](=[O:33])[CH2:34][CH2:35][C:36]3=[O:37])[cH:20][cH:21]2)[cH:12][cH:13][cH:14][cH:15]1.[CH2:45]([Cl:46])[Cl:47].[CH3:1][NH2:2].[CH3:48][OH:49].[OH2:44]>>[CH3:1][NH:2][C:28]([c:27]1[n:23]([CH2:22][c:19]2[cH:18][cH:17][c:16](-[c:11]3[c:10]([C:8]([O:7][C:3]([CH3:4])([CH3:5])[CH3:6])=[O:9])[cH:15][cH:14][cH:13][cH:12]3)[cH:21][cH:20]2)[c:24]([CH2:40][CH2:41][CH2:42][CH3:43])[n:25][c:26]1[CH2:38][OH:39])=[O:29]. Starting materials: CCCCc1nc(CO)c(C(=O)ON2C(=O)CCC2=O)n1Cc1ccc(-c2ccccc2C(=O)OC(C)(C)C)cc1, ClCCl, CN, CO, O. Product: CCCCc1nc(CO)c(C(=O)NC)n1Cc1ccc(-c2ccccc2C(=O)OC(C)(C)C)cc1. Starting materials: CCCCCC=1C=C(C=2C=3C=C(C=CC3C(OC2C1)(C)C)C)O (cannabinol), Cl.CN(CCCN=C=NCC)C (1-(3-dimethylaminopropyl)-3-ethylcarbodiimide hydrochloride). Run in O (water), CO (methanol). The product is CCCCCC=1C=C(C2=C(C1)OC([C@H]3[C@H]2C=C(CC3)C)(C)C)O (THC). Reaction SMILES: [CH3:1][CH2:2][CH2:3][CH2:4][CH2:5][C:6]1[CH:7]=[C:8]([OH:23])[C:9]2[C:10]3[CH:11]=[C:12]([CH3:22])[CH:13]=[CH:14][C:15]=3[C:16]([CH3:21])([CH3:20])[O:17][C:18]=2[CH:19]=1.Cl.CN(C)CCCN=C=NCC>CO.O>[CH3:1][CH2:2][CH2:3][CH2:4][CH2:5][C:6]1[CH:7]=[C:8]([OH:23])[C:9]2[C@@H:10]3[CH:11]=[C:12]([CH3:22])[CH2:13][CH2:14][C@H:15]3[C:16]([CH3:21])([CH3:20])[O:17][C:18]=2[CH:19]=1 |f:1.2|. Procedure: One hundred mg of a cannabinol derivative having the formula ##STR3## were dissolved in 20 ml of 30% methanol at pH 4.5. To this solution, 84 mg of 1-(3-dimethylaminopropyl)-3-ethylcarbodiimide hydrochloride were added and the pH was adjusted to 4.5. After mixing at room temperature for 30 minutes, 100 mg of methylated bovine serum albumin were added in 20 ml of water with mixing, and the pH was again adjusted to 4.5. The solution was mixed for 1 hour at room temperature and then overnight at 4°... The reactants are BrCCC=1NC2=CC=C(C=C2C1)C1=NC2=CC(=CC(=C2C(N1)=O)OC)OC (2-[2-(2-bromo-ethyl)-1H-indol-5-yl]-5,7-dimethoxy-3H-quinazolin-4-one), N1CCCC1 (pyrrolidine). Solvent: CN(C)C=O (DMF). Reaction conditions: temperature 45 celsius, time 15 hour. Yields the product COC1=C2C(NC(=NC2=CC(=C1)OC)C=1C=C2C=C(NC2=CC1)CCN1CCCC1)=O (5,7-Dimethoxy-2-(2-(2-(pyrrolidin-1-yl)ethyl)-1H-indol-5-yl)quinazolin-4(3H)-one). Reaction SMILES: Br[CH2:2][CH2:3][C:4]1[NH:5][C:6]2[C:11]([CH:12]=1)=[CH:10][C:9]([C:13]1[NH:22][C:21](=[O:23])[C:20]3[C:15](=[CH:16][C:17]([O:26][CH3:27])=[CH:18][C:19]=3[O:24][CH3:25])[N:14]=1)=[CH:8][CH:7]=2.[NH:28]1[CH2:32][CH2:31][CH2:30][CH2:29]1>CN(C=O)C>[CH3:25][O:24][C:19]1[CH:18]=[C:17]([O:26][CH3:27])[CH:16]=[C:15]2[C:20]=1[C:21](=[O:23])[NH:22][C:13]([C:9]1[CH:10]=[C:11]3[C:6](=[CH:7][CH:8]=1)[NH:5][C:4]([CH2:3][CH2:2][N:28]1[CH2:32][CH2:31][CH2:30][CH2:29]1)=[CH:12]3)=[N:14]2. Reported procedure: To a solution of 2-[2-(2-bromo-ethyl)-1H-indol-5-yl]-5,7-dimethoxy-3H-quinazolin-4-one (6.10 g, 14.2 mmol) in anhydrous DMF (45 mL) was added pyrrolidine (6.07 g, 85.4 mmol) and the reaction mixture was stirred at 45° C. for 15 hours. DMF was removed under reduced pressure, the residue was taken in water (150 mL), and stirred for 30 minutes. Separated solid was filtered, washed with water, and dried under vacuum. Crude compound was purified by column chromatography (silica gel 230-400 mesh, elut... The reactants are N#CC1(c2ccc(F)cc2)CCC(=O)CC1, [K+], [OH-], O, OCCO. Yields the product O=C1CCC(C(=O)O)(c2ccc(F)cc2)CC1. RXN SMILES: [C:1](#[N:2])[C:3]1([c:10]2[cH:11][cH:12][c:13]([F:16])[cH:14][cH:15]2)[CH2:4][CH2:5][C:6](=[O:9])[CH2:7][CH2:8]1.[K+:18].[OH-:17].[OH2:23].[OH:19][CH2:20][CH2:21][OH:22]>>[C:1]([C:3]1([c:10]2[cH:11][cH:12][c:13]([F:16])[cH:14][cH:15]2)[CH2:4][CH2:5][C:6](=[O:9])[CH2:7][CH2:8]1)(=[O:17])[OH:19].